Dataset: the Open Reaction Database (ORD), a public repository of structured organic reaction records. Task: describe an organic reaction: reactants, conditions, products, and yield The reactants are IC1=C(C=CC=C1)[N+](=O)[O-] (1-iodo-2-nitrobenzene), COC(CCCCCNC(C)=O)=O (6-acetylamino-hexanoic acid methyl ester). Product: COC(CCCCCN1C(=NC2=C1C=CC=C2)C)=O (6-(2-Methyl-benzoimidazol-1-yl)-hexanoic Acid Methyl Ester). Yield: 15.4%. Reaction SMILES: I[C:2]1[CH:7]=[CH:6][CH:5]=[CH:4][C:3]=1[N+:8]([O-])=O.[CH3:11][O:12][C:13](=[O:23])[CH2:14][CH2:15][CH2:16][CH2:17][CH2:18][NH:19][C:20](=O)[CH3:21]>>[CH3:11][O:12][C:13](=[O:23])[CH2:14][CH2:15][CH2:16][CH2:17][CH2:18][N:19]1[C:2]2[CH:7]=[CH:6][CH:5]=[CH:4][C:3]=2[N:8]=[C:20]1[CH3:21]. Reported procedure: Method A applied to 1-iodo-2-nitrobenzene (125 mg, 0.5 mmol) and 6-acetylamino-hexanoic acid methyl ester (112 mg, 0.6 mmol) yielded the title compound as yellow oil (20 mg, 15%). 1H NMR (DMSO) δ 1.32-1.83 (m, 6H), 2.29 (t, J=7.1Hz, 2H), 2.80 (s, 3H), 3.55 (s, 3H), 4.38 (t, J=7.3, 2H), 7.48-7.56 (m, 2H), 7.76 (d, J=8.1Hz, 1H), 7.91 (d, J=8.1Hz). Starting materials: ( 5 ), C(C=C)OC1=C(CN)C=C(C=C1)OC (2-allyloxy-5-methoxybenzylamine), O1C[C@@H]1[C@H](CC1=CC=CC=C1)NC(=O)OC(C)(C)C ((2S,3S)-1,2-epoxy-3-(BOC-amino)-4-phenylbutane), Cl(=O)(=O)(=O)[O-].[Li+] (lithium perchlorate). Solvent: C(C)#N (acetonitrile). Run at temperature 60 celsius, time 2.5 hour. Product: C(C=C)OC1=C(CNC[C@H]([C@H](CC2=CC=CC=C2)NC(OC(C)(C)C)=O)O)C=C(C=C1)OC (tert-butyl (2S,3R)-4-(2-(allyloxy)-5-methoxybenzylamino)-3-hydroxy-1-phenylbutan-2-ylcarbamate). The yield is 90.3%. RXN SMILES: [CH2:1]([O:4][C:5]1[CH:12]=[CH:11][C:10]([O:13][CH3:14])=[CH:9][C:6]=1[CH2:7][NH2:8])[CH:2]=[CH2:3].[O:15]1[C@@H:17]([C@@H:18]([NH:26][C:27]([O:29][C:30]([CH3:33])([CH3:32])[CH3:31])=[O:28])[CH2:19][C:20]2[CH:25]=[CH:24][CH:23]=[CH:22][CH:21]=2)[CH2:16]1.Cl([O-])(=O)(=O)=O.[Li+]>C(#N)C>[CH2:1]([O:4][C:5]1[CH:12]=[CH:11][C:10]([O:13][CH3:14])=[CH:9][C:6]=1[CH2:7][NH:8][CH2:16][C@@H:17]([OH:15])[C@@H:18]([NH:26][C:27](=[O:28])[O:29][C:30]([CH3:32])([CH3:31])[CH3:33])[CH2:19][C:20]1[CH:25]=[CH:24][CH:23]=[CH:22][CH:21]=1)[CH:2]=[CH2:3] |f:2.3|. Reported procedure: Step AS (5). A mixture of 2-allyloxy-5-methoxybenzylamine (375 mg, 1.94 mmol), (2S,3S)-1,2-epoxy-3-(BOC-amino)-4-phenylbutane (818 mg, 3.1 mmol), and lithium perchlorate (514 mg, 4.85 mmol) in acetonitrile (6 mL) was stirred at 60° C. for 2.5 h. The reaction was concentrated and the residue was purified by silica gel chromatography, eluting with a mixture of 5% 2N ammonia in methanol and 95% EtOAc to yield 0.8 g of tert-butyl (2S,3R)-4-(2-(allyloxy)-5-methoxybenzylamino)-3-hydroxy-1-phenylbutan-... The reactants are CO, O=C(NS(=O)(=O)Nc1ccc2c(c1)S(=O)(=O)N=C(C1=C(O)C3C4CCC(C4)C3N(Cc3ccc(F)cc3)C1=O)N2)OCc1ccccc1. Yields the product NS(=O)(=O)Nc1ccc2c(c1)S(=O)(=O)N=C(C1=C(O)C3C4CCC(C4)C3N(Cc3ccc(F)cc3)C1=O)N2. RXN SMILES: [CH3:49][OH:50].[F:1][c:2]1[cH:3][cH:4][c:5]([CH2:6][N:7]2[CH:8]3[CH:9]4[CH2:10][CH2:11][CH:12]([CH:13]3[C:14]([OH:45])=[C:15]([C:18]3=[N:19][S:20](=[O:43])(=[O:44])[c:21]5[c:22]([cH:24][cH:25][c:26]([NH:28][S:29](=[O:30])(=[O:31])[NH:32][C:33](=[O:34])[O:35][CH2:36][c:37]6[cH:38][cH:39][cH:40][cH:41][cH:42]6)[cH:27]5)[NH:23]3)[C:16]2=[O:17])[CH2:46]4)[cH:47][cH:48]1>>[F:1][c:2]1[cH:3][cH:4][c:5]([CH2:6][N:7]2[CH:8]3[CH:9]4[CH2:10][CH2:11][CH:12]([CH:13]3[C:14]([OH:45])=[C:15]([C:18]3=[N:19][S:20](=[O:43])(=[O:44])[c:21]5[c:22]([cH:24][cH:25][c:26]([NH:28][S:29](=[O:30])(=[O:31])[NH2:32])[cH:27]5)[NH:23]3)[C:16]2=[O:17])[CH2:46]4)[cH:47][cH:48]1.